From a dataset of the Open Reaction Database (ORD), a public repository of structured organic reaction records. describe an organic reaction: reactants, conditions, products, and yield Reactants: CC(=O)C (acetone), C(C)O (ethanol), C1=CC=CC=C1 (benzene), C(C)(=O)OCC (ethyl acetate), CO (methanol). Solvent: CCCCCC (n-hexane), C(Cl)(Cl)Cl (chloroform), C(Cl)(Cl)(Cl)Cl (carbon tetrachloride), O (water). Yields the product ferric chloride, C1=CC=C2C(=C1)C(=O)C(C2=O)(O)O (ninhydrin), C1=CC=CC=2CC3=CC=CC=C3C(C12)=O (anthrone). Reaction SMILES: [C:1]([O:4][CH2:5][CH3:6])(=[O:3])[CH3:2].[CH3:7][C:8]([CH3:10])=[O:9].[CH2:11]([OH:13])[CH3:12].[CH3:14][OH:15].[CH:16]1[CH:21]=[CH:20][CH:19]=[CH:18][CH:17]=1>C(Cl)(Cl)Cl.O.CCCCCC.C(Cl)(Cl)(Cl)Cl>[CH:16]1[CH:21]=[C:12]2[C:11]([C:1]([OH:3])([OH:4])[C:2](=[O:9])[C:19]2=[CH:18][CH:17]=1)=[O:13].[CH:6]1[C:5]2[C:14](=[O:15])[C:21]3[C:16](=[CH:17][CH:18]=[CH:19][CH:20]=3)[CH2:12][C:11]=2[CH:10]=[CH:8][CH:7]=1. Procedure: The individual BBM-1675 components show solubility and color reactions similar to each other. For example, they are soluble in chloroform, ethyl acetate, acetone, ethanol and methanol, slightly soluble in benzene and water, and insoluble in n-hexane and carbon tetrachloride. They give positive reactions with ferric chloride, Ehrlich and Tollen's reagents but negative responses in Sakaguchi, ninhydrin and anthrone tests.